Dataset: the Open Reaction Database (ORD), a public repository of structured organic reaction records. Task: describe an organic reaction: reactants, conditions, products, and yield Starting materials: C(=O)(O)[O-].[Na+] (NaHCO3), C(C)(C)(C)OC(NC(CC1(CCCC1)F)C(NC1(CCC1)C(C(NC1=NNC=C1)=O)O)=O)=O ((2-(1-Fluoro-cyclopentyl)-1-{1-[hydroxy-(1H-pyrazol-3-ylcarbamoyl)-methyl]-cyclobutylcarbamoyl}-ethyl)-carbamic acid tert-butyl ester), C(=O)(OCC1C2=CC=CC=C2C2=CC=CC=C12)Cl (Fmoc-Cl). The solvent is C(Cl)Cl (DCM), O1CCOCC1.O (dioxane water). Reaction conditions: time 16 hour. The product is C1=CC=CC=2C3=CC=CC=C3C(C12)COC(=O)N1N=C(C=C1)NC(C(O)C1(CCC1)NC(C(CC1(CCCC1)F)NC(=O)OC(C)(C)C)=O)=O (3-(2-{1-[2-tert-Butoxycarbonylamino-3-(1-fluoro-cyclopentyl)-propionylamino]-cyclobutyl}-2-hydroxy-acetylamino)-pyrazole-1-carboxylic acid 9H-fluoren-9-ylmethyl ester). The yield is 84.2%. As a reaction SMILES: [C:1]([O:5][C:6](=[O:33])[NH:7][CH:8]([C:16](=[O:32])[NH:17][C:18]1([CH:22]([OH:31])[C:23](=[O:30])[NH:24][C:25]2[CH:29]=[CH:28][NH:27][N:26]=2)[CH2:21][CH2:20][CH2:19]1)[CH2:9][C:10]1([F:15])[CH2:14][CH2:13][CH2:12][CH2:11]1)([CH3:4])([CH3:3])[CH3:2].C([O-])(O)=O.[Na+].[C:39](Cl)([O:41][CH2:42][CH:43]1[C:55]2[C:50](=[CH:51][CH:52]=[CH:53][CH:54]=2)[C:49]2[C:44]1=[CH:45][CH:46]=[CH:47][CH:48]=2)=[O:40]>O1CCOCC1.O.C(Cl)Cl>[CH:54]1[C:55]2[CH:43]([CH2:42][O:41][C:39]([N:27]3[CH:28]=[CH:29][C:25]([NH:24][C:23](=[O:30])[CH:22]([C:18]4([NH:17][C:16](=[O:32])[CH:8]([NH:7][C:6]([O:5][C:1]([CH3:4])([CH3:2])[CH3:3])=[O:33])[CH2:9][C:10]5([F:15])[CH2:14][CH2:13][CH2:12][CH2:11]5)[CH2:21][CH2:20][CH2:19]4)[OH:31])=[N:26]3)=[O:40])[C:44]3[C:49](=[CH:48][CH:47]=[CH:46][CH:45]=3)[C:50]=2[CH:51]=[CH:52][CH:53]=1 |f:1.2,4.5|. Reported procedure: Compound 57-c (22.5 mg, 0.0482 mmol) was dissolved in a mixture of dioxane:water 1:1 (4 mL). NaHCO3 (14.2 mg, 0.168 mmol) was added to the solution followed by addition of Fmoc-Cl (48 mg, 0.18 mmol). The reaction mixture was stirred at room temperature for 16 h, diluted with DCM and extracted. The organic phase was washed with brine, dried over anh. Na2SO4 and concentrated. Purification by flash column chromatography (EtOAc/iso-Hexane, 0:100-40:60) gave the title compound (28 mg, 84%). MS m/z 69...